From a dataset of the Open Reaction Database (ORD), a public repository of structured organic reaction records. describe an organic reaction: reactants, conditions, products, and yield Starting materials: COC1=CC=C(CN(C2=NC=C(C=N2)C=2C3=C(N=C(N2)N2CCOCC2)NCC3)CC3=CC=C(C=C3)OC)C=C1 (bis-(4-methoxy-benzyl)-[5-(2-morpholin-4-yl-6,7-dihydro-5H-pyrrolo[2,3-d]pyrimidin-4-yl)-pyrimidin-2-yl]-amine), BrC1=C(C=C(C=C1)C(=O)N1CCCC1)C ((4-bromo-3-methyl-phenyl)-pyrrolidin-1-yl-methanone). The product is COC1=CC=C(CN(C2=NC=C(C=N2)C=2C3=C(N=C(N2)N2CCOCC2)N(CC3)C3=C(C=C(C=C3)C(=O)N3CCCC3)C)CC3=CC=C(C=C3)OC)C=C1 ([4-(4-{2-[bis-(4-methoxy-benzyl)-amino]-pyrimidin-5-yl}-2-morpholin-4-yl-5,6-dihydro-pyrrolo[2,3-d]pyrimidin-7-yl)-3-methyl-phenyl]-pyrrolidin-1-yl-methanone). RXN SMILES: [CH3:1][O:2][C:3]1[CH:40]=[CH:39][C:6]([CH2:7][N:8]([CH2:30][C:31]2[CH:36]=[CH:35][C:34]([O:37][CH3:38])=[CH:33][CH:32]=2)[C:9]2[N:14]=[CH:13][C:12]([C:15]3[C:16]4[CH2:29][CH2:28][NH:27][C:17]=4[N:18]=[C:19]([N:21]4[CH2:26][CH2:25][O:24][CH2:23][CH2:22]4)[N:20]=3)=[CH:11][N:10]=2)=[CH:5][CH:4]=1.Br[C:42]1[CH:47]=[CH:46][C:45]([C:48]([N:50]2[CH2:54][CH2:53][CH2:52][CH2:51]2)=[O:49])=[CH:44][C:43]=1[CH3:55]>>[CH3:38][O:37][C:34]1[CH:33]=[CH:32][C:31]([CH2:30][N:8]([CH2:7][C:6]2[CH:5]=[CH:4][C:3]([O:2][CH3:1])=[CH:40][CH:39]=2)[C:9]2[N:10]=[CH:11][C:12]([C:15]3[C:16]4[CH2:29][CH2:28][N:27]([C:42]5[CH:47]=[CH:46][C:45]([C:48]([N:50]6[CH2:51][CH2:52][CH2:53][CH2:54]6)=[O:49])=[CH:44][C:43]=5[CH3:55])[C:17]=4[N:18]=[C:19]([N:21]4[CH2:26][CH2:25][O:24][CH2:23][CH2:22]4)[N:20]=3)=[CH:13][N:14]=2)=[CH:36][CH:35]=1. Procedure details: Using bis-(4-methoxy-benzyl)-[5-(2-morpholin-4-yl-6,7-dihydro-5H-pyrrolo[2,3-d]pyrimidin-4-yl)-pyrimidin-2-yl]-amine (50 mg) and (4-bromo-3-methyl-phenyl)-pyrrolidin-1-yl-methanone (38 mg) instead of 4-chloropicolinic acid t-butylamide, in the same manner as Example 1-D-07, a crude product of [4-(4-{2-[bis-(4-methoxy-benzyl)-amino]-pyrimidin-5-yl}-2-morpholin-4-yl-5,6-dihydro-pyrrolo[2,3-d]pyrimidin-7-yl)-3-methyl-phenyl]-pyrrolidin-1-yl-methanone was obtained, and then the PMB groups were remov... Starting materials: O=C(CC(=O)OC)CC (methyl 3-oxopentanoate), N1(N=CC=C1)C1=CC=C(C=O)C=C1 (4-(1H-pyrazol-1-yl)benzaldehyde), N1CCCCC1 (piperidine), C(C)(=O)O (acetic acid). Run in C1=CC=CC=C1 (benzene), O (water). Conditions: temperature 23 celsius, time 4 hour. Yields the product N1(N=CC=C1)C1=CC=C(C=C(C(=O)OC)C(CC)=O)C=C1 (Methyl 2-(4-(1H-pyrazol-1-yl)benzylidene)-3-oxopentanoate). As a reaction SMILES: [O:1]=[C:2]([CH2:8][CH3:9])[CH2:3][C:4]([O:6][CH3:7])=[O:5].[N:10]1([C:15]2[CH:22]=[CH:21][C:18]([CH:19]=O)=[CH:17][CH:16]=2)[CH:14]=[CH:13][CH:12]=[N:11]1.N1CCCCC1.C(O)(=O)C>C1C=CC=CC=1.O>[N:10]1([C:15]2[CH:22]=[CH:21][C:18]([CH:19]=[C:3]([C:2](=[O:1])[CH2:8][CH3:9])[C:4]([O:6][CH3:7])=[O:5])=[CH:17][CH:16]=2)[CH:14]=[CH:13][CH:12]=[N:11]1. Procedure: A mixture containing methyl 3-oxopentanoate (2.2 g, 17 mmol), 4-(1H-pyrazol-1-yl)benzaldehyde (2.5 g, 14 mmol), piperidine (0.3 mL, 3.0 mmol), and acetic acid (0.16 mL, 2.8 mmol) in benzene (70 mL) was heated to 90° C. with removal of water (Dean-Stark trap). After 4 hours, the mixture was cooled to 23° C. and then concentrated to provide the title compound. The residue (mixture of alkene isomers) was taken onto the next step without further purification. Reactants: O=C([O-])O, C1CCOC1, Cl, O=[N+]([O-])c1cc(C(F)(F)F)ccc1F, OC1CCCNC1, [Na+]. Yields the product O=[N+]([O-])c1cc(C(F)(F)F)ccc1N1CCCC(O)C1. RXN SMILES: [C:9](=[O:10])([OH:11])[O-:12].[CH2:28]1[O:29][CH2:30][CH2:31][CH2:32]1.[ClH:1].[F:14][c:15]1[c:16]([N+:25](=[O:26])[O-:27])[cH:17][c:18]([C:21]([F:22])([F:23])[F:24])[cH:19][cH:20]1.[NH:2]1[CH2:3][CH:4]([OH:8])[CH2:5][CH2:6][CH2:7]1.[Na+:13]>>[N:2]1([c:15]2[c:16]([N+:25](=[O:26])[O-:27])[cH:17][c:18]([C:21]([F:22])([F:23])[F:24])[cH:19][cH:20]2)[CH2:3][CH:4]([OH:8])[CH2:5][CH2:6][CH2:7]1. The reactants are [Al+3], O=C(Cl)c1ccc(Br)cc1, [Cl-], [Cl-], [Cl-], COc1cccc(C)c1F, O=[N+]([O-])c1ccccc1. Yields the product COc1ccc(C(=O)c2ccc(Br)cc2)c(C)c1F. As a reaction SMILES: [Al+3:2].[Br:5][c:6]1[cH:7][cH:8][c:9]([C:10](=[O:11])[Cl:12])[cH:13][cH:14]1.[Cl-:1].[Cl-:3].[Cl-:4].[F:15][c:16]1[c:17]([O:23][CH3:24])[cH:18][cH:19][cH:20][c:21]1[CH3:22].[O-:25][N+:26]([c:27]1[cH:28][cH:29][cH:30][cH:31][cH:32]1)=[O:33]>>[Br:5][c:6]1[cH:7][cH:8][c:9]([C:10](=[O:11])[c:20]2[cH:19][cH:18][c:17]([O:23][CH3:24])[c:16]([F:15])[c:21]2[CH3:22])[cH:13][cH:14]1. Starting materials: O1CCN(CC1)C=1C=C(C=CC1)C1=C(N=CO1)C(=O)[O-] (5-(3-morpholinophenyl)oxazole-4-carboxylate), [OH-].[Na+] (NaOH), Cl (HCl). The solvent is C1CCOC1 (THF). Reaction conditions: time 8 hour. The product is O1CCN(CC1)C=1C=C(C=CC1)C1=C(N=CO1)C(=O)O (5-(3-morpholinophenyl)oxazole-4-carboxylic acid). Reaction SMILES: [O:1]1[CH2:6][CH2:5][N:4]([C:7]2[CH:8]=[C:9]([C:13]3[O:17][CH:16]=[N:15][C:14]=3[C:18]([O-:20])=[O:19])[CH:10]=[CH:11][CH:12]=2)[CH2:3][CH2:2]1.[OH-].[Na+].Cl>C1COCC1>[O:1]1[CH2:6][CH2:5][N:4]([C:7]2[CH:8]=[C:9]([C:13]3[O:17][CH:16]=[N:15][C:14]=3[C:18]([OH:20])=[O:19])[CH:10]=[CH:11][CH:12]=2)[CH2:3][CH2:2]1 |f:1.2|. Procedure details: To a stirred solution of 5-(3-morpholinophenyl)oxazole-4-carboxylate (900 mg, 2.98 mmol) in THF (29 mL) was added 1N aq. NaOH-solution (14 mL) and the resulting mixture was stirred at rt overnight. The reaction mixture was poured into 1N aq. HCl-solution and extracted with EtOAc (85 mL). The org. layer was dried (MgSO4), filtered and concentrated to dryness to afford the title compound as a yellow solid which was used without further purification. LC-MS conditions A: tR=0.70 min, [M+H]+=274.99. The reactants are CC(=O)OC(C)=O, CCOC(C)=O, CS(=O)(=O)c1ccc(C(CC2CCCC2)C(=O)Nc2ccn(CCO)n2)cc1Cl, c1ccncc1. The product is CC(=O)OCCn1ccc(NC(=O)C(CC2CCCC2)c2ccc(S(C)(=O)=O)c(Cl)c2)n1. RXN SMILES: [CH3:30][C:31](=[O:32])[O:33][C:34](=[O:35])[CH3:36].[CH3:43][CH2:44][O:45][C:46](=[O:47])[CH3:48].[Cl:1][c:2]1[cH:3][c:4]([CH:12]([C:13](=[O:14])[NH:15][c:16]2[n:17][n:18]([CH2:21][CH2:22][OH:23])[cH:19][cH:20]2)[CH2:24][CH:25]2[CH2:26][CH2:27][CH2:28][CH2:29]2)[cH:5][cH:6][c:7]1[S:8](=[O:9])(=[O:10])[CH3:11].[cH:37]1[cH:38][cH:39][n:40][cH:41][cH:42]1>>[Cl:1][c:2]1[cH:3][c:4]([CH:12]([C:13](=[O:14])[NH:15][c:16]2[n:17][n:18]([CH2:21][CH2:22][O:23][C:31]([CH3:30])=[O:32])[cH:19][cH:20]2)[CH2:24][CH:25]2[CH2:26][CH2:27][CH2:28][CH2:29]2)[cH:5][cH:6][c:7]1[S:8](=[O:9])(=[O:10])[CH3:11]. The reactants are COC1=C2C=CCC(C2=CC=C1)CN1CCCCC1 (5-methoxy-1-piperidinylmethyl-1,2-dihydronaphthalene). The reagents and catalysts are [Pd] (Palladium on carbon). Solvent: C(C)O (ethanol). The product is COC1=C2CCCC(C2=CC=C1)CN1CCCCC1 (5-Methoxy-1-piperidinylmethyl-1,2,3,4-tetrahydronaphthalene). RXN SMILES: [CH3:1][O:2][C:3]1[CH:12]=[CH:11][CH:10]=[C:9]2[C:4]=1[CH:5]=[CH:6][CH2:7][CH:8]2[CH2:13][N:14]1[CH2:19][CH2:18][CH2:17][CH2:16][CH2:15]1>[Pd].C(O)C>[CH3:1][O:2][C:3]1[CH:12]=[CH:11][CH:10]=[C:9]2[C:4]=1[CH2:5][CH2:6][CH2:7][CH:8]2[CH2:13][N:14]1[CH2:19][CH2:18][CH2:17][CH2:16][CH2:15]1. Procedure details: 5% Palladium on carbon (3.0 g) is added to a solution of 5-methoxy-1-piperidinylmethyl-1,2-dihydronaphthalene (63 g) in absolute ethanol (600 ml) and placed under H2 at an initial pressure of 47 psi for 30 min. The reaction mixture is filtered and the filtrate evaporated in vacuo yielding the desired product as an oil. Reactants: C([O-])([O-])=O.[K+].[K+] (potassium carbonate), CS(=O)(=O)N1CCC(=CC1)C=1C=C2C(=CN1)O[C@@](C2)(C2CCNCC2)C ((S)-5-(1-methanesulfonyl-1,2,3,6-tetrahydro-pyridin-4-yl)-2-methyl-2-piperidin-4-yl-2,3-dihydro-furo[2,3-c]pyridine), Intermediate 41, BrC1=NC=C(C=C1F)C(F)(F)F (2-bromo-3-fluoro-5-(trifluoromethyl)pyridine). Run in CS(=O)C (dimethylsulfoxide). Yields the product CS(=O)(=O)N1CCC(=CC1)C=1C=C2C(=CN1)O[C@@](C2)(C2CCN(CC2)C2=NC=C(C=C2F)C(F)(F)F)C ((S)-5-(1-Methanesulfonyl-1,2,3,6-tetrahydro-pyridin-4-yl)-2-methyl-2-[1-(3-fluor-5-trifluoromethyl-pyridin-2-yl)-piperidin-4-yl]-2,3-dihydro-furo[2,3-c]pyridine). RXN SMILES: [CH3:1][S:2]([N:5]1[CH2:10][CH:9]=[C:8]([C:11]2[CH:12]=[C:13]3[CH2:19][C@@:18]([CH3:26])([CH:20]4[CH2:25][CH2:24][NH:23][CH2:22][CH2:21]4)[O:17][C:14]3=[CH:15][N:16]=2)[CH2:7][CH2:6]1)(=[O:4])=[O:3].Br[C:28]1[C:33]([F:34])=[CH:32][C:31]([C:35]([F:38])([F:37])[F:36])=[CH:30][N:29]=1.C(=O)([O-])[O-].[K+].[K+]>CS(C)=O>[CH3:1][S:2]([N:5]1[CH2:6][CH:7]=[C:8]([C:11]2[CH:12]=[C:13]3[CH2:19][C@@:18]([CH3:26])([CH:20]4[CH2:25][CH2:24][N:23]([C:28]5[C:33]([F:34])=[CH:32][C:31]([C:35]([F:38])([F:36])[F:37])=[CH:30][N:29]=5)[CH2:22][CH2:21]4)[O:17][C:14]3=[CH:15][N:16]=2)[CH2:9][CH2:10]1)(=[O:3])=[O:4] |f:2.3.4|. Reported procedure: The title compound is prepared from (S)-5-(1-methanesulfonyl-1,2,3,6-tetrahydro-pyridin-4-yl)-2-methyl-2-piperidin-4-yl-2,3-dihydro-furo[2,3-c]pyridine (Intermediate 41; the configuration of the stereocenter is arbitrarily assigned) and 2-bromo-3-fluoro-5-(trifluoromethyl)pyridine in dimethylsulfoxide at 100° C. in the presence of potassium carbonate. LC (method 4): tR=1.21 min; Mass spectrum (ESI+): m/z=541 [M+H]+. Starting materials: CCn1cc(Br)ccc1=O, O=C([O-])[O-], OB(O)c1ccc(Cl)nc1, [Cs+], [Cs+], C1COCCO1, O, c1ccc(P(c2ccccc2)(c2ccccc2)[Pd](P(c2ccccc2)(c2ccccc2)c2ccccc2)(P(c2ccccc2)(c2ccccc2)c2ccccc2)P(c2ccccc2)(c2ccccc2)c2ccccc2)cc1. The product is CCn1cc(-c2ccc(Cl)nc2)ccc1=O. As a reaction SMILES: [Br:1][c:2]1[cH:3][cH:4][c:5](=[O:10])[n:6]([CH2:8][CH3:9])[cH:7]1.[C:21](=[O:22])([O-:23])[O-:24].[Cl:11][c:12]1[cH:13][cH:14][c:15]([B:18]([OH:19])[OH:20])[cH:16][n:17]1.[Cs+:25].[Cs+:26].[O:28]1[CH2:29][CH2:30][O:31][CH2:32][CH2:33]1.[OH2:27].[cH:34]1[cH:35][cH:36][c:37]([P:38]([Pd:39]([P:40]([c:41]2[cH:42][cH:43][cH:44][cH:45][cH:46]2)([c:47]2[cH:48][cH:49][cH:50][cH:51][cH:52]2)[c:53]2[cH:54][cH:55][cH:56][cH:57][cH:58]2)([P:59]([c:60]2[cH:61][cH:62][cH:63][cH:64][cH:65]2)([c:66]2[cH:67][cH:68][cH:69][cH:70][cH:71]2)[c:72]2[cH:73][cH:74][cH:75][cH:76][cH:77]2)[P:78]([c:79]2[cH:80][cH:81][cH:82][cH:83][cH:84]2)([c:85]2[cH:86][cH:87][cH:88][cH:89][cH:90]2)[c:91]2[cH:92][cH:93][cH:94][cH:95][cH:96]2)([c:97]2[cH:98][cH:99][cH:100][cH:101][cH:102]2)[c:103]2[cH:104][cH:105][cH:106][cH:107][cH:108]2)[cH:109][cH:110]1>>[c:2]1(-[c:15]2[cH:14][cH:13][c:12]([Cl:11])[n:17][cH:16]2)[cH:3][cH:4][c:5](=[O:10])[n:6]([CH2:8][CH3:9])[cH:7]1. Reactants: N1(CCCC1)S(=O)(=O)Cl (pyrrolidine-1-sulfonyl chloride), [C@H]1(CCC2=CC=CC=C12)NC1=NC2=CC=C(C=C2C=C1)N ((R)—N2-indan-1-yl-quinoline-2,6-diamine). The product is [C@H]1(CCC2=CC=CC=C12)NC1=NC2=CC=C(C=C2C=C1)NS(=O)(=O)N1CCCC1 (Pyrrolidine-1-sulfonic acid [2-((R)-indan-1-ylamino)-quinolin-6-yl]-amide). As a reaction SMILES: [N:1]1([S:6](Cl)(=[O:8])=[O:7])[CH2:5][CH2:4][CH2:3][CH2:2]1.[C@H:10]1([NH:19][C:20]2[CH:29]=[CH:28][C:27]3[C:22](=[CH:23][CH:24]=[C:25]([NH2:30])[CH:26]=3)[N:21]=2)[C:18]2[C:13](=[CH:14][CH:15]=[CH:16][CH:17]=2)[CH2:12][CH2:11]1>>[C@H:10]1([NH:19][C:20]2[CH:29]=[CH:28][C:27]3[C:22](=[CH:23][CH:24]=[C:25]([NH:30][S:6]([N:1]4[CH2:5][CH2:4][CH2:3][CH2:2]4)(=[O:8])=[O:7])[CH:26]=3)[N:21]=2)[C:18]2[C:13](=[CH:14][CH:15]=[CH:16][CH:17]=2)[CH2:12][CH2:11]1. Reported procedure: The title compound was prepared in accordance with the general method described in example 66 from pyrrolidine-1-sulfonyl chloride and (R)—N2-indan-1-yl-quinoline-2,6-diamine; MS: m/e=409.6 (M+H+).